From a dataset of the Open Reaction Database (ORD), a public repository of structured organic reaction records. describe an organic reaction: reactants, conditions, products, and yield Product: Cc1c(S(=O)(=O)Nc2ccc(-c3nc(C(=O)O)co3)cc2S(C)(=O)=O)sc2ccc(F)cc12. RXN SMILES: [CH3:1][OH:2].[F:3][c:4]1[cH:5][c:6]2[c:7]([s:8][c:9]([S:12](=[O:13])(=[O:14])[NH:15][c:16]3[c:17]([S:31](=[O:32])(=[O:33])[CH3:34])[cH:18][c:19](-[c:22]4[o:23][cH:24][c:25]([C:27](=[O:28])[O:29][CH3:30])[n:26]4)[cH:20][cH:21]3)[c:10]2[CH3:11])[cH:35][cH:36]1.[Na+:38].[OH-:37].[OH2:39]>>[F:3][c:4]1[cH:5][c:6]2[c:7]([s:8][c:9]([S:12](=[O:13])(=[O:14])[NH:15][c:16]3[c:17]([S:31](=[O:32])(=[O:33])[CH3:34])[cH:18][c:19](-[c:22]4[o:23][cH:24][c:25]([C:27](=[O:28])[OH:29])[n:26]4)[cH:20][cH:21]3)[c:10]2[CH3:11])[cH:35][cH:36]1. Starting materials: CO, COC(=O)c1coc(-c2ccc(NS(=O)(=O)c3sc4ccc(F)cc4c3C)c(S(C)(=O)=O)c2)n1, [Na+], [OH-], O. Reactants: CC(CS(=O)C1=CC=CC=C1)[C@H]1CC[C@H]2C3=CC=C4C[C@H](C[C@@H]([C@]4(C)[C@H]3CC[C@]12C)OC(=O)OC)OC(=O)OC (20-methyl-1α,3β-bis(methoxycarbonyloxy)-21-phenylsulfinylpregna-5,7-diene), aqueous solution, OO (hydrogen peroxide). The solvent is CO (methanol), O (water). Conditions: time 6 hour. Product: CC(CS(=O)(=O)C1=CC=CC=C1)[C@H]1CC[C@H]2C3=CC=C4C[C@H](C[C@@H]([C@]4(C)[C@H]3CC[C@]12C)OC(=O)OC)OC(=O)OC (20-methyl-1α,3β-bis(methoxycarbonyloxy)-21-phenylsulfonylpregna-5,7-diene). As a reaction SMILES: [CH3:1][CH:2]([C@@H:12]1[C@:29]2([CH3:30])[C@H:15]([C:16]3[C@H:26]([CH2:27][CH2:28]2)[C@:24]2([CH3:25])[C:19]([CH2:20][C@@H:21]([O:36][C:37]([O:39][CH3:40])=[O:38])[CH2:22][C@@H:23]2[O:31][C:32]([O:34][CH3:35])=[O:33])=[CH:18][CH:17]=3)[CH2:14][CH2:13]1)[CH2:3][S:4]([C:6]1[CH:11]=[CH:10][CH:9]=[CH:8][CH:7]=1)=[O:5].[OH:41]O>CO.O>[CH3:1][CH:2]([C@@H:12]1[C@:29]2([CH3:30])[C@H:15]([C:16]3[C@H:26]([CH2:27][CH2:28]2)[C@:24]2([CH3:25])[C:19]([CH2:20][C@@H:21]([O:36][C:37]([O:39][CH3:40])=[O:38])[CH2:22][C@@H:23]2[O:31][C:32]([O:34][CH3:35])=[O:33])=[CH:18][CH:17]=3)[CH2:14][CH2:13]1)[CH2:3][S:4]([C:6]1[CH:11]=[CH:10][CH:9]=[CH:8][CH:7]=1)(=[O:41])=[O:5]. Procedure details: To a solution of 29 mg of 20-methyl-1α,3β-bis(methoxycarbonyloxy)-21-phenylsulfinylpregna-5,7-diene in 1 ml of methanol was added 0.5 ml of a 30% aqueous solution of hydrogen peroxide and the mixture was stirred at ambient temperature for 6 hours. The reaction mixture was diluted with water and the methanol was distilled off under reduced pressure. The residue was extracted with methylene chloride, the extract was washed with an aqueous solution of sodium thiosulfate, water and an aqueous soluti...